Dataset: the Open Reaction Database (ORD), a public repository of structured organic reaction records. Task: describe an organic reaction: reactants, conditions, products, and yield Starting materials: CC(C)(C)[Si](C)(C)Oc1ccc(-c2ccc(C=O)cc2F)cc1, Cl, NO. The product is CC(C)(C)[Si](C)(C)Oc1ccc(-c2ccc(C=NO)cc2F)cc1. Reaction SMILES: [C:1]([CH3:2])([CH3:3])([CH3:4])[Si:5]([O:6][c:7]1[cH:8][cH:9][c:10](-[c:13]2[c:14]([F:21])[cH:15][c:16]([CH:19]=[O:20])[cH:17][cH:18]2)[cH:11][cH:12]1)([CH3:22])[CH3:23].[ClH:24].[NH2:25][OH:26]>>[C:1]([CH3:2])([CH3:3])([CH3:4])[Si:5]([O:6][c:7]1[cH:8][cH:9][c:10](-[c:13]2[c:14]([F:21])[cH:15][c:16]([CH:19]=[N:25][OH:26])[cH:17][cH:18]2)[cH:11][cH:12]1)([CH3:22])[CH3:23]. Conditions: time 1 hour. Reported procedure: To a solution of 3-(4-chloro-2-fluorophenoxy) azetidine (3.6 g, 18.0 mmol) in acetonitrile (60 mL, 3 mL/mmol) was added TEA (7.2 mL, 50.0 mmol) and 2, 4-dichloro-1, 3, 5-triazine (3.0 g, 20.0 mmol) and the reaction mixture was stirred at RT for 1 h. The reaction mixture was concentrated under reduced pressure and extracted with EtOAc (2×50 mL). The organic extracts were washed with brine, dried over anhydrous sodium sulfate and concentrated under reduced pressure. Purification by silica gel colu... Reaction SMILES: [Cl:1][C:2]1[CH:12]=[CH:11][C:5]([O:6][CH:7]2[CH2:10][NH:9][CH2:8]2)=[C:4]([F:13])[CH:3]=1.[Cl:14][C:15]1[N:20]=[C:19](Cl)[N:18]=[CH:17][N:16]=1>C(#N)C>[Cl:14][C:15]1[N:20]=[C:19]([N:9]2[CH2:10][CH:7]([O:6][C:5]3[CH:11]=[CH:12][C:2]([Cl:1])=[CH:3][C:4]=3[F:13])[CH2:8]2)[N:18]=[CH:17][N:16]=1. Yield: 14.1%. Yields the product ClC1=NC=NC(=N1)N1CC(C1)OC1=C(C=C(C=C1)Cl)F (2-chloro-4-(3-(4-chloro-2-fluorophenoxy)azetidin-1-yl)-1,3,5-triazine). The solvent is C(C)#N (acetonitrile). Reactants: ClC1=CC(=C(OC2CNC2)C=C1)F (3-(4-chloro-2-fluorophenoxy) azetidine), TEA, ClC1=NC=NC(=N1)Cl (2, 4-dichloro-1, 3, 5-triazine).